Dataset: the Open Reaction Database (ORD), a public repository of structured organic reaction records. Task: describe an organic reaction: reactants, conditions, products, and yield Starting materials: C(C)(C)(C)OC(=O)N1CCC(CC1)OC1=C(C=C(C=C1)Cl)C1C2(C(NC(C1)=O)C1=C(C=CC(=C1)F)C)C(NC1=CC(=CC=C12)Cl)=O (racemic (2′S,3S,4′R)-4′-[2-(1-tert-butoxycarbonyl-piperidin-4-yloxy)-5-chloro-phenyl]-6-chloro-2′-(5-fluoro-2-methyl-phenyl)spiro[3H-indole-3,3′-piperidine]-2,6′(1H)-dione). Run in C(=O)(C(F)(F)F)O (TFA), C(Cl)Cl (DCM). Yields the product ClC1=CC=C2C(=C1)NC(C21C(NC(CC1C1=C(C=CC(=C1)Cl)OC1CCNCC1)=O)C1=C(C=CC(=C1)F)C)=O (Racemic (2′S,3S,4′R)-6-chloro-4′-[5-chloro-2-(4-piperidinyloxy)-phenyl]-2′-(5-fluoro-2-methyl-phenyl)spiro[3H-indole-3,3′-piperidine]-2,6′(1H)-dione). Isolated yield 105.5%. Reaction SMILES: C(OC([N:8]1[CH2:13][CH2:12][CH:11]([O:14][C:15]2[CH:20]=[CH:19][C:18]([Cl:21])=[CH:17][C:16]=2[CH:22]2[CH2:27][C:26](=[O:28])[NH:25][CH:24]([C:29]3[CH:34]=[C:33]([F:35])[CH:32]=[CH:31][C:30]=3[CH3:36])[C:23]32[C:44]2[C:39](=[CH:40][C:41]([Cl:45])=[CH:42][CH:43]=2)[NH:38][C:37]3=[O:46])[CH2:10][CH2:9]1)=O)(C)(C)C>C(O)(C(F)(F)F)=O.C(Cl)Cl>[Cl:45][C:41]1[CH:40]=[C:39]2[NH:38][C:37](=[O:46])[C:23]3([CH:22]([C:16]4[CH:17]=[C:18]([Cl:21])[CH:19]=[CH:20][C:15]=4[O:14][CH:11]4[CH2:12][CH2:13][NH:8][CH2:9][CH2:10]4)[CH2:27][C:26](=[O:28])[NH:25][CH:24]3[C:29]3[CH:34]=[C:33]([F:35])[CH:32]=[CH:31][C:30]=3[CH3:36])[C:44]2=[CH:43][CH:42]=1. Procedure details: A solution of racemic (2′S,3S,4′R)-4′-[2-(1-tert-butoxycarbonyl-piperidin-4-yloxy)-5-chloro-phenyl]-6-chloro-2′-(5-fluoro-2-methyl-phenyl)spiro[3H-indole-3,3′-piperidine]-2,6′(1H)-dione (0.7 g, 1 mmol) in TFA (10 mL) was stirred at r.t. for 0.5 h. The solution was diluted with DCM, washed with 1N Na2CO3 aq. (50 mL) and brine (50 mL), dried over anhydrous Na2SO4, concentrated to give title compound as a yellow solid (Yield: 0.6 g). Reactants: NC1=C2N=C(N(C2=NC(=N1)S)CC1=CC=CC=C1)O (6-amino-9-benzyl-8-hydroxy-2-mercaptopurine), C([O-])([O-])=O.[K+].[K+] (potassium carbonate), ClCC#N (chloroacetonitrile). The solvent is CN(C=O)C (dimethylformamide). Reaction conditions: time 3 hour. Yields the product NC1=C2N=C(N(C2=NC(=N1)SCC#N)CC1=CC=CC=C1)O (6-Amino-9-benzyl-2-cyanomethylthio-8-hydroxypurine). Yield: 33.8%. RXN SMILES: [NH2:1][C:2]1[N:10]=[C:9]([SH:11])[N:8]=[C:7]2[C:3]=1[N:4]=[C:5]([OH:19])[N:6]2[CH2:12][C:13]1[CH:18]=[CH:17][CH:16]=[CH:15][CH:14]=1.C(=O)([O-])[O-].[K+].[K+].Cl[CH2:27][C:28]#[N:29]>CN(C)C=O>[NH2:1][C:2]1[N:10]=[C:9]([S:11][CH2:27][C:28]#[N:29])[N:8]=[C:7]2[C:3]=1[N:4]=[C:5]([OH:19])[N:6]2[CH2:12][C:13]1[CH:18]=[CH:17][CH:16]=[CH:15][CH:14]=1 |f:1.2.3|. Procedure details: Crude 6-amino-9-benzyl-8-hydroxy-2-mercaptopurine (150 mg, 0.55 mmol) was suspended in dimethylformamide (10 ml). To the suspension were added potassium carbonate (81 mg, 0.59 mmol) and chloroacetonitrile (44 mg, 0.59 mmol) in order. The mixture was stirred at room temperature for 3 hours. The solvent was removed in vacuo, and to the residue was added water. The mixture was extracted with chloroform and the organic layer was dried on sodium sulfate. After removal of the solvent in vacuo, the res...